Dataset: the Open Reaction Database (ORD), a public repository of structured organic reaction records. Task: describe an organic reaction: reactants, conditions, products, and yield The reactants are CC(Br)C(=O)O, c1ccc(COc2ccc3[nH]ccc3c2)cc1, CS(C)=O, [K+], [OH-]. The product is CC(C(=O)O)n1ccc2cc(OCc3ccccc3)ccc21. RXN SMILES: [Br:20][CH:21]([C:22](=[O:23])[OH:24])[CH3:25].[CH2:1]([c:2]1[cH:3][cH:4][cH:5][cH:6][cH:7]1)[O:8][c:9]1[cH:10][c:11]2[cH:12][cH:13][nH:14][c:15]2[cH:16][cH:17]1.[CH3:26][S:27]([CH3:28])=[O:29].[K+:19].[OH-:18]>>[CH2:1]([c:2]1[cH:3][cH:4][cH:5][cH:6][cH:7]1)[O:8][c:9]1[cH:10][c:11]2[cH:12][cH:13][n:14]([CH:21]([C:22](=[O:23])[OH:24])[CH3:25])[c:15]2[cH:16][cH:17]1.